This data is from the Open Reaction Database (ORD), a public repository of structured organic reaction records. The task is: describe an organic reaction: reactants, conditions, products, and yield The reactants are C1(=C(C(=CC(=C1)C)C)S(=O)(=O)Cl)C (2-mesitylsulfonyl chloride), ONC(OC(C)(C)C)=O (tert-butyl N-hydroxycarbamate), BrC=1N=CNC1Br (4,5-dibromoimidazole), BrC=1N=CNC1Br (4,5-dibromoimidazole), FC(C(=O)O)(F)F (trifluoroacetic acid). Product: CC1=C(N2C(S1)=CC(=C2O)C)C (2,3,6-trimethylpyrrolo[2,1-b]thiazol-5-ol). Reaction SMILES: [C:1]1(C)C=C(C)[CH:4]=[C:3](C)[C:2]=1[S:9](Cl)(=O)=O.ONC(=O)O[C:18]([CH3:21])([CH3:20])[CH3:19].BrC1N=C[NH:27][C:28]=1Br.FC(F)(F)C(O)=[O:33]>>[CH3:1][C:2]1[S:9][C:28]2=[CH:21][C:18]([CH3:19])=[C:20]([OH:33])[N:27]2[C:3]=1[CH3:4]. Reported procedure: Treatment of 2-mesitylsulfonyl chloride (CAS 773-64-8) with tert-butyl N-hydroxycarbamate (CAS 36016-38-3) leads to compound 1 (Synthesis, 1972, 140). Hydrolysis of compound 1 with trifluoroacetic acid gives compound 2 (Synthesis, 1972, 140). Obtain compound 3 by the reaction of chloroacetaldehyde (CAS 107-20-0) with thioacetamide (CAS 62-55-5) (Lieb. Ann., 1889, 250, 269). Amination of compound 3 with compound 2 leads to salt 4 (Synthesis, 1974, 126). Condensation of compound 4 with acetic anhy... Starting materials: [BH4-], CO, [Na+], Cc1ccc(S(=O)(=O)n2cc(C=O)c3ccccc32)cc1. Product: Cc1ccc(S(=O)(=O)n2cc(CO)c3ccccc32)cc1. As a reaction SMILES: [BH4-:22].[CH3:24][OH:25].[Na+:23].[S:1](=[O:2])(=[O:3])([c:4]1[cH:5][cH:6][c:7]([CH3:8])[cH:9][cH:10]1)[n:11]1[cH:12][c:13]([CH:20]=[O:21])[c:14]2[cH:15][cH:16][cH:17][cH:18][c:19]12>>[S:1](=[O:2])(=[O:3])([c:4]1[cH:5][cH:6][c:7]([CH3:8])[cH:9][cH:10]1)[n:11]1[cH:12][c:13]([CH2:20][OH:21])[c:14]2[cH:15][cH:16][cH:17][cH:18][c:19]12.